From a dataset of the Open Reaction Database (ORD), a public repository of structured organic reaction records. describe an organic reaction: reactants, conditions, products, and yield Reactants: COC(=O)C=1N(C=C(C(C1OCC1=CC=CC=C1)=O)C(NCC1=CC=C(C=C1)F)=O)CC=O (3-benzyloxy-5-(4-fluoro-benzylcarbamoyl)-4-oxo-(2-oxo-ethyl)-1,4-dihydro-pyridine-2-carboxylic acid methyl ester), Cl.Cl.N[C@H](CCNCC(C)C)C ([(3S)-3-Aminobutyl](2-methylpropyl)amine bis-hydrochloride), FC1=CC=C(C=C1)CNC(=O)C=1C(C(=C2N(C[C@@H]3N([C@H](CCN3CC(C)C)C)C2=O)C1)OCC1=CC=CC=C1)=O ((4S,12aS)-N-[(4-fluorophenyl)methyl]-4-methyl-1-(2-methylpropyl)-6,8-dioxo-7-[(phenylmethyl)oxy]1,2,3,4,6,8,12,12a-octahydropyrido[1′,2′:4,5]pyrazino[1,2-a]pyrimidine-9-carboxamide). The product is FC1=CC=C(C=C1)CNC(=O)C=1C(C(=C2N(C[C@@H]3N([C@H](CCN3CC(C)C)C)C2=O)C1)O)=O ((4S,12aS)-N-[(4-Fluorophenyl)methyl]-7-hydroxy-4-methyl-1-(2-methylpropyl)-6,8-dioxo-1,2,3,4,6,8,12,12a-octahydropyrido[1′,2′:4,5]pyrazino[1,2-a]pyrimidine-9-carboxamide). Isolated yield 68.0%. As a reaction SMILES: COC(C1N(CC=O)C=C(C(=O)NCC2C=CC(F)=CC=2)C(=O)C=1OCC1C=CC=CC=1)=O.Cl.Cl.N[C@@H](C)CCNCC(C)C.[F:46][C:47]1[CH:52]=[CH:51][C:50]([CH2:53][NH:54][C:55]([C:57]2[C:58](=[O:85])[C:59]([O:77]CC3C=CC=CC=3)=[C:60]3[C:74](=[O:75])[N:64]4[C@@H:65]([CH3:73])[CH2:66][CH2:67][N:68]([CH2:69][CH:70]([CH3:72])[CH3:71])[C@@H:63]4[CH2:62][N:61]3[CH:76]=2)=[O:56])=[CH:49][CH:48]=1>>[F:46][C:47]1[CH:52]=[CH:51][C:50]([CH2:53][NH:54][C:55]([C:57]2[C:58](=[O:85])[C:59]([OH:77])=[C:60]3[C:74](=[O:75])[N:64]4[C@@H:65]([CH3:73])[CH2:66][CH2:67][N:68]([CH2:69][CH:70]([CH3:71])[CH3:72])[C@@H:63]4[CH2:62][N:61]3[CH:76]=2)=[O:56])=[CH:49][CH:48]=1 |f:1.2.3|. Procedure: In a similar manner to that described in example Z-35, from 16 (16 mg, 0.035 mmol) and [(3S)-3-Aminobutyl](2-methylpropyl)amine bis-hydrochloride (20 mg, 0.0925 mmol), (4S,12aS)-N-[(4-fluorophenyl)methyl]-4-methyl-1-(2-methylpropyl)-6,8-dioxo-7-[(phenylmethyl)oxy]1,2,3,4,6,8,12,12a-octahydropyrido[1′,2′:4,5]pyrazino[1,2-a]pyrimidine-9-carboxamide was prepared as a white solid. This material was deprotected in a second step similar to that described in example Z-37 to give the title compound as a... Starting materials: C(C1=CC=CC=C1)OC(=O)N[C@@H]([C@@H](C)CC)C(=O)N1[C@H](C(=O)N2[C@H](C(=O)O)CCC2)CCC1 (Benzyloxycarbonyl-isoleucyl-prolyl-proline), N (ammonia), ClC(=O)OCC(C)C (isobutyl chloroformate). Reaction SMILES: [CH2:1]([O:8][C:9]([NH:11][C@H:12]([C:17]([N:19]1[CH2:33][CH2:32][CH2:31][C@H:20]1[C:21]([N:23]1[CH2:30][CH2:29][CH2:28][C@H:24]1[C:25]([OH:27])=O)=[O:22])=[O:18])[C@H:13]([CH2:15][CH3:16])[CH3:14])=[O:10])[C:2]1[CH:7]=[CH:6][CH:5]=[CH:4][CH:3]=1.ClC(OCC(C)C)=O.[NH3:42]>O1CCCC1.C(N(CC)CC)C>[CH2:1]([O:8][C:9]([NH:11][C@H:12]([C:17]([N:19]1[CH2:33][CH2:32][CH2:31][C@H:20]1[C:21]([N:23]1[CH2:30][CH2:29][CH2:28][C@H:24]1[C:25]([NH2:42])=[O:27])=[O:22])=[O:18])[C@H:13]([CH2:15][CH3:16])[CH3:14])=[O:10])[C:2]1[CH:7]=[CH:6][CH:5]=[CH:4][CH:3]=1. Conditions: time 4 hour. Solvent: O1CCCC1 (tetrahydrofuran), C(C)N(CC)CC (triethylamine). Procedure details: Benzyloxycarbonyl-isoleucyl-prolyl-proline (4.5 g) is dissolved in a mixture of tetrahydrofuran (30 ml) and triethylamine (1.4 ml). The solution is chilled in a -5° cooling bath and isobutyl chloroformate (1.6 ml) is added. The solution is allowed to warm to room temperature (10 minutes) and concentrated aqueous ammonia (10 ml) is added. After four hours stirring at room temperature, the reaction is concentrated in vacuo, diluted with ethyl acetate and washed sequentially with saturated sodium b... Yields the product C(C1=CC=CC=C1)OC(=O)N[C@@H]([C@@H](C)CC)C(=O)N1[C@H](C(=O)N2[C@H](C(=O)N)CCC2)CCC1 (Benzyloxycarbonyl-isoleucyl-prolyl-proline amide). Solvent: N1CCCCC1 (piperidine). Starting materials: C(C1=CC=CC=C1)ON1C(C2=CC=CC=3C2=C(C1=O)C=C(C3Br)OC)=O (2-Benzyloxy-6-bromo-5-methoxy-benzo[de]isoquinoline-1,3-dione), C1CCC2=NCCCN2CC1 (DBU). Procedure details: 2-Benzyloxy-5-methoxy-6-bromo-benzo[de]isoquinoline-1,3-dione (0.5 g, 1.2 mmol, from Example Z) was reacted in piperidine (3 mL) in the presence of DBU (0.05 mL) following the procedure of Example 18 to give 0.3 g of 2-benzyloxy-5-methoxy-6-(piperidin-1-yl)-benzo[de]isoquinoline-1,3-dione. The hydrogenation of 2-benzyloxy-5-methoxy-6-(piperidin-1-yl)-benzo[de]isoquinoline-1,3-dione (0.3 g, 0.7 mmol) was performed as described in Example 18 to give 0.17 g of the title compound, mp 204-205° C.; The product is C(C1=CC=CC=C1)ON1C(C2=CC=CC=3C2=C(C1=O)C=C(C3N3CCCCC3)OC)=O (2-benzyloxy-5-methoxy-6-(piperidin-1-yl)-benzo[de]isoquinoline-1,3-dione). As a reaction SMILES: [CH2:1]([O:8][N:9]1[C:18](=[O:19])[C:17]2[CH:20]=[C:21]([O:24][CH3:25])[C:22](Br)=[C:15]3[C:16]=2[C:11](=[CH:12][CH:13]=[CH:14]3)[C:10]1=[O:26])[C:2]1[CH:7]=[CH:6][CH:5]=[CH:4][CH:3]=1.[CH2:27]1[CH2:37][CH2:36][N:35]2C(=NC[CH2:33][CH2:34]2)CC1>N1CCCCC1>[CH2:1]([O:8][N:9]1[C:18](=[O:19])[C:17]2[CH:20]=[C:21]([O:24][CH3:25])[C:22]([N:35]3[CH2:34][CH2:33][CH2:27][CH2:37][CH2:36]3)=[C:15]3[C:16]=2[C:11](=[CH:12][CH:13]=[CH:14]3)[C:10]1=[O:26])[C:2]1[CH:7]=[CH:6][CH:5]=[CH:4][CH:3]=1. Reactants: CC1=NC=CC(=C1)N (2-methyl-pyridin-4-ylamine), C[Al](C)C (trimethylaluminium), S(=O)(=O)([O-])[O-].[Na+].[Na+] (sodium sulfate), C(C)OC(=O)C=1N=C(SC1NC(=O)OC(C)(C)C)C (5-tert-Butoxycarbonylamino-2-methyl-thiazole-4-carboxylic acid ethyl ester). Solvent: O1CCOCC1 (dioxane), O (water). Run at time 1 hour. Yields the product C(C)(C)(C)OC(NC1=C(N=C(S1)C)C(NC1=CC(=NC=C1)C)=O)=O ([2-methyl-4-(2-methyl-pyridin-4-ylcarbamoyl)-thiazol-5-yl]-carbamic acid tert-butyl ester). Isolated yield 83.0%. RXN SMILES: [CH3:1][C:2]1[CH:7]=[C:6]([NH2:8])[CH:5]=[CH:4][N:3]=1.C[Al](C)C.C([O:15][C:16]([C:18]1[N:19]=[C:20]([CH3:31])[S:21][C:22]=1[NH:23][C:24]([O:26][C:27]([CH3:30])([CH3:29])[CH3:28])=[O:25])=O)C.S([O-])([O-])(=O)=O.[Na+].[Na+]>O1CCOCC1.O>[C:27]([O:26][C:24](=[O:25])[NH:23][C:22]1[S:21][C:20]([CH3:31])=[N:19][C:18]=1[C:16](=[O:15])[NH:8][C:6]1[CH:5]=[CH:4][N:3]=[C:2]([CH3:1])[CH:7]=1)([CH3:30])([CH3:28])[CH3:29] |f:3.4.5|. Reported procedure: A solution of 2-methyl-pyridin-4-ylamine (0.623 g, 5.77 mmol) in 20 ml dry dioxane was treated at 0° C. with trimethylaluminium (2M in hexane, 2.88 ml, 5.77 mmol). The mixture was stirred at room temperature for 1 h. 5-tert-Butoxycarbonylamino-2-methyl-thiazole-4-carboxylic acid ethyl ester (0.55 g, 1.92 mmol) was added and the reaction mixture was refluxed for 4 h. 1 ml water and 2 g sodium sulfate were sequentially added and filtered. The filtrate was evaporated and the residue purified by fla... The reactants are [OH-].[Na+] (sodium hydroxide), OCC([C@H]1CC[C@H]2[C@@H]3CCC4=CC(CC[C@]4(C)[C@H]3CC[C@]12C)=O)=O (21-hydroxy-4-pregnene-3,20-dione), C(CN(CC(=O)O)CC(=O)O)N(CC(=O)O)CC(=O)O (ethylenediaminetetraacetic acid), CO (methanol), CO (methanol). The reagents and catalysts are C(C)(=O)[O-].[Cu+2].C(C)(=O)[O-] (copper(II) acetate). Solvent: O (water). Reaction conditions: time 30 minute. Yields the product O=C1C=C2CC[C@H]3[C@@H]4CC[C@H](C(C=O)=O)[C@]4(CC[C@@H]3[C@]2(CC1)C)C (3,20-dioxo-4-pregnen-21-al). RXN SMILES: [OH:1][CH2:2][C:3](=[O:24])[C@@H:4]1[C@:21]2([CH3:22])[C@H:7]([C@H:8]3[C@H:18]([CH2:19][CH2:20]2)[C@:16]2([CH3:17])[C:11](=[CH:12][C:13](=[O:23])[CH2:14][CH2:15]2)[CH2:10][CH2:9]3)[CH2:6][CH2:5]1.CO.C(N(CC(O)=O)CC(O)=O)CN(CC(O)=O)CC(O)=O.[OH-].[Na+]>C([O-])(=O)C.[Cu+2].C([O-])(=O)C.O>[O:23]=[C:13]1[CH2:14][CH2:15][C@@:16]2([CH3:17])[C:11]([CH2:10][CH2:9][C@@H:8]3[C@@H:18]2[CH2:19][CH2:20][C@@:21]2([CH3:22])[C@H:7]3[CH2:6][CH2:5][C@@H:4]2[C:3](=[O:24])[CH:2]=[O:1])=[CH:12]1 |f:3.4,5.6.7|. Procedure details: 1.0 g. of 21-hydroxy-4-pregnene-3,20-dione is dissolved in 125 ml. of methanol and combined with a solution of 250 mg. of copper(II) acetate in 125 ml. of methanol. For 30 minutes, air is passed through the solution, and the latter is then combined with a solution of 500 mg. of ethylenediaminetetraacetic acid in 50 ml. of water, adjusted to pH 9 with 1N sodium hydroxide solution. The mixture is concentrated under vacuum at 40° C. and extracted with ethyl acetate. The extract is dried over sodium... Starting materials: C(\C=C\CC=CCCC)O (trans-2,5-nonadien-1-ol). Reaction conditions: time 20 hour. Reaction SMILES: [CH2:1]([OH:10])/[CH:2]=[CH:3]/[CH2:4][CH:5]=[CH:6][CH2:7][CH2:8][CH3:9]>C(Cl)(Cl)Cl.[O-2].[O-2].[Mn+4]>[CH:1](=[O:10])/[CH:2]=[CH:3]/[CH2:4][CH:5]=[CH:6][CH2:7][CH2:8][CH3:9] |f:2.3.4|. Yield: 47.3%. Solvent: C(Cl)(Cl)Cl (chloroform), C(Cl)(Cl)Cl (chloroform). Procedure details: To a solution of trans, trans-2,5-nonadien-1-ol (15 g) in chloroform (1500 ml) was added manganese dioxide (150 g). The reaction mixture was stirred for 20 hours at ambient temperature and then filtered. The filtrate was concentrated under reduced pressure to give a yellowish oily residue, which was subjected to a column chromatography on silicagel (developing solvent: chloroform). The fraction containing object compound was concentrated under reduced pressure to give colorless oily trans, trans... Yields the product C(\C=C\CC=CCCC)=O (trans-2,5-nonadienal). Reagents/catalysts: [O-2].[O-2].[Mn+4] (manganese dioxide). The reactants are [Si](C)(C)(C(C)(C)C)OC[C@H]1N(CC[C@@H]1O)C(=O)OC(C)(C)C ((2R,3S)-tert-butyl 2-((tert-butyldimethylsilyloxy)methyl)-3-hydroxypyrrolidine-1-carboxylate), [H-].[Na+] (NaH), FC=1C=C(C=C(C1)F)[N+](=O)[O-] (3,5-difluoronitrobenzene). Run in CN(C)C=O (DMF). Run at temperature 0 celsius, time 15 minute. Product: [Si](C)(C)(C(C)(C)C)OC[C@H]1N(CC[C@@H]1OC1=CC(=CC(=C1)[N+](=O)[O-])F)C(=O)OC(C)(C)C ((2R,3S)-tert-butyl 2-((tert-butyldimethylsilyloxy)methyl)-3-(3-fluoro-5-nitrophenoxy)pyrrolidine-1-carboxylate). The yield is 82.0%. Reaction SMILES: [Si:1]([O:8][CH2:9][C@@H:10]1[C@@H:14]([OH:15])[CH2:13][CH2:12][N:11]1[C:16]([O:18][C:19]([CH3:22])([CH3:21])[CH3:20])=[O:17])([C:4]([CH3:7])([CH3:6])[CH3:5])([CH3:3])[CH3:2].[H-].[Na+].[F:25][C:26]1[CH:27]=[C:28]([N+:33]([O-:35])=[O:34])[CH:29]=[C:30](F)[CH:31]=1>CN(C=O)C>[Si:1]([O:8][CH2:9][C@@H:10]1[C@@H:14]([O:15][C:30]2[CH:29]=[C:28]([N+:33]([O-:35])=[O:34])[CH:27]=[C:26]([F:25])[CH:31]=2)[CH2:13][CH2:12][N:11]1[C:16]([O:18][C:19]([CH3:22])([CH3:21])[CH3:20])=[O:17])([C:4]([CH3:7])([CH3:6])[CH3:5])([CH3:3])[CH3:2] |f:1.2|. Procedure: To a 0° C. solution of (2R,3S)-tert-butyl 2-((tert-butyldimethylsilyloxy)methyl)-3-hydroxypyrrolidine-1-carboxylate (1equiv) in DMF (0.5 M) was added NaH (1.3 equiv) as a solid. After stirring for 15 min at 0° C., 3,5-difluoronitrobenzene (1.2 equiv) was added by syringe. The reaction mixture was allowed to warm to room temperature and stirred for 2 h. The reaction was quenched by the addition of water, and the mixture was diluted with EtOAc. The organic layer was washed four times with water an...